This data is from the Open Reaction Database (ORD), a public repository of structured organic reaction records. The task is: describe an organic reaction: reactants, conditions, products, and yield Solvent: C(C)(=O)O (acetic acid). Starting materials: [H][H] (hydrogen), NC=1C=C(C(=O)O)C=C(C1OC1=CC=CC=C1)S(NC(C)=O)(=O)=O (3-amino-5-acetylsulphamyl-4-phenoxy-benzoic acid), C(C1=CC=CC=C1)=O (benzaldehyde), [H][H] (hydrogen). As a reaction SMILES: [NH2:1][C:2]1[CH:3]=[C:4]([CH:8]=[C:9]([S:18](=[O:24])(=[O:23])[NH:19][C:20](=[O:22])[CH3:21])[C:10]=1[O:11][C:12]1[CH:17]=[CH:16][CH:15]=[CH:14][CH:13]=1)[C:5]([OH:7])=[O:6].[CH:25](=O)[C:26]1[CH:31]=[CH:30][CH:29]=[CH:28][CH:27]=1.[H][H]>[Pt]=O.C(O)(=O)C>[C:20]([NH:19][S:18]([C:9]1[C:10]([O:11][C:12]2[CH:13]=[CH:14][CH:15]=[CH:16][CH:17]=2)=[C:2]([NH:1][CH2:25][C:26]2[CH:31]=[CH:30][CH:29]=[CH:28][CH:27]=2)[CH:3]=[C:4]([CH:8]=1)[C:5]([OH:7])=[O:6])(=[O:24])=[O:23])(=[O:22])[CH3:21]. Reagents/catalysts: [Pt]=O (platinum oxide). Procedure: A mixture of 3-amino-5-acetylsulphamyl-4-phenoxy-benzoic acid (1 g), benzaldehyde (0.3 g), and acetic acid (40 ml) was heated on a steam bath for 2 hours. After cooling to room temperature, platinum oxide catalyst (0.035 mg) was added, and the reaction mixture was hydrogenated at room temperature and at 1.1 atmospheres hydrogen pressure. After the hydrogen uptake had become negligible, the catalyst was removed by filtration, and the filtrate evaporated in vacuo. After several recrystallizations ... Yields the product C(C)(=O)NS(=O)(=O)C=1C(=C(C=C(C(=O)O)C1)NCC1=CC=CC=C1)OC1=CC=CC=C1 (5-Acetylsulphamyl-3-benzylamino-4-phenoxy-benzoic acid).